From a dataset of the Open Reaction Database (ORD), a public repository of structured organic reaction records. describe an organic reaction: reactants, conditions, products, and yield The reactants are O1C(=CC=C1)C1=CC=C(C=C1)C(C=O)(C)C (2-(4-furan-2-yl-phenyl)-2-methyl-propionaldehyde), C[Si](C)(C)[N-][Si](C)(C)C.[Na+] (sodium bis(trimethylsilyl)amide). The reagents and catalysts are [Br-].C[P+](C1=CC=CC=C1)(C1=CC=CC=C1)C1=CC=CC=C1 (methyltriphenylphosphonium bromide). Solvent: C1CCOC1 (THF), C1CCOC1 (THF), CCOCC (ether). Reaction conditions: time 30 minute. Product: CC(C=C)(C)C1=CC=C(C=C1)C=1OC=CC1 (2-[4-(1,1-dimethyl-allyl)-phenyl]-furan). Isolated yield 111.0%. As a reaction SMILES: [CH3:1][Si]([N-][Si](C)(C)C)(C)C.[Na+].[O:11]1[CH:15]=[CH:14][CH:13]=[C:12]1[C:16]1[CH:21]=[CH:20][C:19]([C:22]([CH3:26])([CH3:25])[CH:23]=O)=[CH:18][CH:17]=1>[Br-].C[P+](C1C=CC=CC=1)(C1C=CC=CC=1)C1C=CC=CC=1.C1COCC1.CCOCC>[CH3:25][C:22]([C:19]1[CH:20]=[CH:21][C:16]([C:12]2[O:11][CH:15]=[CH:14][CH:13]=2)=[CH:17][CH:18]=1)([CH3:26])[CH:23]=[CH2:1] |f:0.1,3.4|. Reported procedure: To a cooled slurry (0° C.) of methyltriphenylphosphonium bromide (18.8 g, 52.6 mmol) in THF (60 mL) is added dropwise (1M)sodium bis(trimethylsilyl)amide (52.6 mL, 52.6 mmol) and the resulting mixture stirred for 30 min. To the mixture is added a solution of 2-(4-furan-2-yl-phenyl)-2-methyl-propionaldehyde (5.64 g, 26.3 mmol) (reference example 52) in THF (25 mL) and the resulting mixture stirred for 45 min. The mixture is diluted with ether, washed with water and brine, dried over MgSO4 and con...